Dataset: the Open Reaction Database (ORD), a public repository of structured organic reaction records. Task: describe an organic reaction: reactants, conditions, products, and yield The reactants are C1(=CC=CC=C1)P(C1=CC=CC=C1)C1=CC=CC=C1 (triphenylphosphine), C1CCN(CC1)C(=O)/N=N/C(=O)N2CCCCC2 (azodicarboxylic acid dipiperidide), CSCCCCO (4-(methylthio)butan-1-ol), C(C)(C)NC1=NC=NC2=CC(=C(C=C12)OC)O (4-(Isopropylamino)-6-methoxyquinazolin-7-ol). The solvent is C(Cl)Cl (methylene chloride), C(Cl)Cl (methylene chloride), O (water). Conditions: time 20 hour. Yields the product C(C)(C)NC1=NC=NC2=CC(=C(C=C12)OC)OCCCCSC (Isopropyl-[6-methoxy-7-(4-methylsulphanylbutoxy)quinazolin-4-yl]amine). Isolated yield 43.0%. As a reaction SMILES: [CH:1]([NH:4][C:5]1[C:14]2[C:9](=[CH:10][C:11]([OH:17])=[C:12]([O:15][CH3:16])[CH:13]=2)[N:8]=[CH:7][N:6]=1)([CH3:3])[CH3:2].C1(P(C2C=CC=CC=2)C2C=CC=CC=2)C=CC=CC=1.C1CCN(C(/N=N/C(N2CCCCC2)=O)=O)CC1.[CH3:55][S:56][CH2:57][CH2:58][CH2:59][CH2:60]O>C(Cl)Cl.O>[CH:1]([NH:4][C:5]1[C:14]2[C:9](=[CH:10][C:11]([O:17][CH2:60][CH2:59][CH2:58][CH2:57][S:56][CH3:55])=[C:12]([O:15][CH3:16])[CH:13]=2)[N:8]=[CH:7][N:6]=1)([CH3:3])[CH3:2]. Procedure: 4-(Isopropylamino)-6-methoxyquinazolin-7-ol (380 mg, 1.63 mmol) is dissolved in methylene chloride (10 ml) under an argon atmosphere, treated with triphenylphosphine (641 mg, 2.44 mmol), azodicarboxylic acid dipiperidide (617 mg, 2.44 mmol) and 4-(methylthio)butan-1-ol (235 mg, 1.96 mmol) and stirred at room temperature for 20 hours. The batch is diluted with methylene chloride and water, and the organic phase is separated off and concentrated. The desired product is obtained after chromatograph... The reactants are CN(CCNC(=O)C1=NC=CC2=C(C=3N(C=4C=CC(=C(C4C3C=C21)CC=C)O)C)C)C (1-[(2-Dimethylaminoethyl)aminocarbonyl]-5,6-dimethyl-9-hydroxy-10-allyl-6H-pyrido[4,3-b]carbazole), C(C)OC(=O)C1=NC=CC2=C(C=3N(C=4C=CC(=CC4C3C=C21)OCC=C)C)C (1-ethoxycarbonyl-5,6-dimethyl-9-allyloxy-6H-pyrido[4,3-b]carbazole). Run in ClC1=C(C=CC=C1)Cl (1,2-dichlorobenzene). The product is C(C)OC(=O)C1=NC=CC2=C(C=3N(C=4C=CC(=C(C4C3C=C21)CC=C)O)C)C (1-ethoxycarbonyl-5,6-dimethyl-9-hydroxy-10-allyl-6H-pyrido[4,3-b]carbazole). Isolated yield 75.0%. RXN SMILES: CN(C)CCN[C:6]([C:8]1[C:24]2[C:12](=[C:13]([CH3:30])[C:14]3[N:15]([CH3:29])[C:16]4[CH:17]=[CH:18][C:19]([OH:28])=[C:20]([CH2:25][CH:26]=[CH2:27])[C:21]=4[C:22]=3[CH:23]=2)[CH:11]=[CH:10][N:9]=1)=[O:7].[CH2:32]([O:34]C(C1C2C(=C(C)C3N(C)C4C=CC(OCC=C)=CC=4C=3C=2)C=CN=1)=O)[CH3:33]>ClC1C=CC=CC=1Cl>[CH2:32]([O:34][C:6]([C:8]1[C:24]2[C:12](=[C:13]([CH3:30])[C:14]3[N:15]([CH3:29])[C:16]4[CH:17]=[CH:18][C:19]([OH:28])=[C:20]([CH2:25][CH:26]=[CH2:27])[C:21]=4[C:22]=3[CH:23]=2)[CH:11]=[CH:10][N:9]=1)=[O:7])[CH3:33]. Procedure: 1-[(2-Dimethylaminoethyl)aminocarbonyl]-5,6-dimethyl-9-hydroxy-10-allyl-6H-pyrido[4,3-b]carbazole ##STR25## 2 g of 1-ethoxycarbonyl-5,6-dimethyl-9-allyloxy-6H-pyrido[4,3-b]carbazole are dissolved in 80 ml of 1,2-dichlorobenzene, and the solution is refluxed for 10 hours. The mixture is cooled and precipitation is observed. The precipitate is suction-filtered and chromatographed on silica using as eluant first dichloromethane and then a dichloromethane/ethanol mixture. 1.27 g of 1-ethoxycarbonyl-...